Dataset: the Open Reaction Database (ORD), a public repository of structured organic reaction records. Task: describe an organic reaction: reactants, conditions, products, and yield Starting materials: CC(C)(C)c1nc2cc(S(=O)(=O)Cl)ccc2n1CC1CCOCC1, CNCC(C)C, CN(C)c1ccncc1, CC#N. The product is CC(C)CN(C)S(=O)(=O)c1ccc2c(c1)nc(C(C)(C)C)n2CC1CCOCC1. Reaction SMILES: [C:1]([CH3:2])([CH3:3])([CH3:4])[c:5]1[n:6][c:7]2[c:8]([n:9]1[CH2:10][CH:11]1[CH2:12][CH2:13][O:14][CH2:15][CH2:16]1)[cH:17][cH:18][c:19]([S:21](=[O:22])(=[O:23])[Cl:24])[cH:20]2.[CH2:25]([CH:26]([CH3:27])[CH3:28])[NH:29][CH3:30].[CH3:31][N:32]([c:33]1[cH:34][cH:35][n:36][cH:37][cH:38]1)[CH3:39].[CH3:40][C:41]#[N:42]>>[C:1]([CH3:2])([CH3:3])([CH3:4])[c:5]1[n:6][c:7]2[c:8]([n:9]1[CH2:10][CH:11]1[CH2:12][CH2:13][O:14][CH2:15][CH2:16]1)[cH:17][cH:18][c:19]([S:21](=[O:22])(=[O:23])[N:29]([CH2:25][CH:26]([CH3:27])[CH3:28])[CH3:30])[cH:20]2. As a reaction SMILES: Cl[C:2]([N:4]1[C:10]2[CH:11]=[CH:12][CH:13]=[CH:14][C:9]=2[C:8](=[O:15])[NH:7][C:6]2[CH:16]=[CH:17][CH:18]=[N:19][C:5]1=2)=[O:3].[CH3:20][NH:21][CH2:22][C:23]#[CH:24]>>[CH3:20][N:21]([CH2:22][C:23]#[CH:24])[C:2]([N:4]1[C:10]2[CH:11]=[CH:12][CH:13]=[CH:14][C:9]=2[C:8](=[O:15])[NH:7][C:6]2[CH:16]=[CH:17][CH:18]=[N:19][C:5]1=2)=[O:3]. Starting materials: ClC(=O)N1C2=C(NC(C3=C1C=CC=C3)=O)C=CC=N2 (11-chlorocarbonyl-5,11-dihydro-6H-pyrido[2,3-b][1,4]benzodiazepin-6-one), CNCC#C (N-methyl-propargylamine). The product is CN(C(=O)N1C2=C(NC(C3=C1C=CC=C3)=O)C=CC=N2)CC#C (5,11-Dihydro-11-[[N-methyl(2-propynyl)amino]carbonyl]-6H-pyrido[2,3-b][1,4]benzodiazepin-6-one). Reported procedure: Analogously to Example C, using 27.3 g (0.1 mol) of 11-chlorocarbonyl-5,11-dihydro-6H-pyrido[2,3-b][1,4]benzodiazepin-6-one and 7.0 g (0.1 mol) of N-methyl-propargylamine, 27 g (88% of theory) of the desired compound are obtained. Starting materials: C(C)(C)(C)[Li] (tert-butyllithium), O (water), BrC1=CC=C(C=C1)CC(C(=O)OC(C)(C)C)(C)C (tert-butyl 3-(4-bromophenyl)-2,2-dimethylpropionate), CN(C=O)C (N,N-dimethylformamide). Run in CCCCC (pentane), O1CCCC1 (tetrahydrofuran). Run at temperature -20 celsius, time 15 minute. Product: C(=O)C1=CC=C(C=C1)CC(C(=O)OC(C)(C)C)(C)C (tert-butyl 3-(4-formylphenyl)-2,2-dimethylpropionate). The yield is 50.5%. Reaction SMILES: C([Li])(C)(C)C.Br[C:7]1[CH:12]=[CH:11][C:10]([CH2:13][C:14]([CH3:23])([CH3:22])[C:15]([O:17][C:18]([CH3:21])([CH3:20])[CH3:19])=[O:16])=[CH:9][CH:8]=1.CN(C)[CH:26]=[O:27].O>CCCCC.O1CCCC1>[CH:26]([C:7]1[CH:12]=[CH:11][C:10]([CH2:13][C:14]([CH3:23])([CH3:22])[C:15]([O:17][C:18]([CH3:21])([CH3:20])[CH3:19])=[O:16])=[CH:9][CH:8]=1)=[O:27]. Procedure: At −75° C., 13.5 ml (22.98 mmol) of a 1.7 M tert-butyllithium solution in pentane are slowly added to a solution of 6.00 g (19.16 mmol) of tert-butyl 3-(4-bromophenyl)-2,2-dimethylpropionate (Example I-2) in 80 ml of tetrahydrofuran, the temperature being kept below −60° C. The mixture is stirred for 15 min, and 1.82 g (24.90 mmol) of N,N-dimethylformamide are then added and the mixture is stirred at −75° C. for a further 4 h. The mixture is slowly warmed to −20° C. and, with vigorous stirring, ... The reactants are CO (methanol), P(Cl)(Cl)(Cl)(Cl)Cl (Phosphorus pentachloride), CC1(CC[C@H](O1)C=1CS[C@H]2N(C1C(=O)OCC1=CC=C(C=C1)OC)C([C@H]2NC(CC2=CC=CC=C2)=O)=O)C (4-methoxybenzyl (6R,7R)-3-[(S)-5,5-dimethyltetrahydrofuran-2-yl]-7-phenylacetamidoceph-3-em-4-carboxylate), CN1CCOCC1 (N-methylmorpholine). The solvent is ClCCl (dichloromethane), ClCCl (dichloromethane), O (Water). Conditions: temperature -10 celsius, time 45 minute. Product: N[C@H]1[C@@H]2N(C(=C(CS2)[C@H]2OC(CC2)(C)C)C(=O)OCC2=CC=C(C=C2)OC)C1=O (4-Methoxybenzyl (6R,7R)-7-amino-3-[(S)-5,5-dimethyltetrahydrofuran-2-yl]ceph-3-em-4-carboxylate). RXN SMILES: P(Cl)(Cl)(Cl)(Cl)Cl.[CH3:7][C:8]1([CH3:44])[O:12][C@H:11]([C:13]2[CH2:14][S:15][C@@H:16]3[C@H:32]([NH:33]C(=O)CC4C=CC=CC=4)[C:31](=[O:43])[N:17]3[C:18]=2[C:19]([O:21][CH2:22][C:23]2[CH:28]=[CH:27][C:26]([O:29][CH3:30])=[CH:25][CH:24]=2)=[O:20])[CH2:10][CH2:9]1.CN1CCOCC1.CO>ClCCl.O>[NH2:33][C@@H:32]1[C:31](=[O:43])[N:17]2[C:18]([C:19]([O:21][CH2:22][C:23]3[CH:24]=[CH:25][C:26]([O:29][CH3:30])=[CH:27][CH:28]=3)=[O:20])=[C:13]([C@@H:11]3[CH2:10][CH2:9][C:8]([CH3:7])([CH3:44])[O:12]3)[CH2:14][S:15][C@H:16]12. Procedure: Phosphorus pentachloride (48mg, 0.23mmol) in dichloromethane (1.2ml) was added to 4-methoxybenzyl (6R,7R)-3-[(S)-5,5-dimethyltetrahydrofuran-2-yl]-7-phenylacetamidoceph-3-em-4-carboxylate (93mg, 0.15mmol) and N-methylmorpholine (34μl, 0.31mmol) in dichloromethane (3ml) at -25° C. The reaction was stirred at -10±5° C. for 45min., then methanol (0.5ml) was added, and stirring continued for 45min. at room temperature. Water (1ml) was then added, and the mixture vigorously stirred for a further 1h. ... Isolated yield 92.2%. Starting materials: FC(C=1C=C(CC(C(=O)O)CC)C=CC1)(F)F (2-(m-trifluoromethylbenzyl)butanoic acid), S(=O)(Cl)Cl (thionyl chloride). The product is FC(C=1C=C(CC(C(=O)Cl)CC)C=CC1)(F)F (2-(m-trifluoromethylbenzyl)butanoic acid chloride). As a reaction SMILES: [F:1][C:2]([F:17])([F:16])[C:3]1[CH:4]=[C:5]([CH:13]=[CH:14][CH:15]=1)[CH2:6][CH:7]([CH2:11][CH3:12])[C:8](O)=[O:9].S(Cl)([Cl:20])=O>>[F:1][C:2]([F:17])([F:16])[C:3]1[CH:4]=[C:5]([CH:13]=[CH:14][CH:15]=1)[CH2:6][CH:7]([CH2:11][CH3:12])[C:8]([Cl:20])=[O:9]. Procedure details: To 1.0 g (4.1 mmol) of 2-(m-trifluoromethylbenzyl)butanoic acid was added 0.98 g (8.2 mol) of thionyl chloride, and the resulting mixture was refluxed for 3 hours. Thionyl chloride was removed by an evaporator to obtain 1.0 g of 2-(m-trifluoromethylbenzyl)butanoic acid chloride as a colorless liquid.